This data is from the Open Reaction Database (ORD), a public repository of structured organic reaction records. The task is: describe an organic reaction: reactants, conditions, products, and yield The reactants are CO, Cl, CC12CCC3C4CC=CCC4CCC3C1CCC2OC1CCCCO1, O. Product: CC12CCC3C4CC=CCC4CCC3C1CCC2O. RXN SMILES: [CH3:28][OH:29].[ClH:26].[O:1]1[CH2:2][CH2:3][CH2:4][CH2:5][CH:6]1[O:7][CH:8]1[C:9]2([CH3:10])[CH:11]([CH2:12][CH2:13]1)[CH:14]1[CH2:15][CH2:16][CH:17]3[CH2:18][CH:19]=[CH:20][CH2:21][CH:22]3[CH:23]1[CH2:24][CH2:25]2.[OH2:27]>>[OH:7][CH:8]1[C:9]2([CH3:10])[CH:11]([CH2:12][CH2:13]1)[CH:14]1[CH2:15][CH2:16][CH:17]3[CH2:18][CH:19]=[CH:20][CH2:21][CH:22]3[CH:23]1[CH2:24][CH2:25]2. Reactants: C(C)(C)(C)C1CCC(CC1)N(C1=NC2=C(N1C)C=CC(=C2)O)CC2=CC=C(C(=O)OC)C=C2 (Methyl 4-{[(4-tert-butylcyclohexyl)(5-hydroxy-1-methyl-1H-benzimidazol-2-yl)amino]methyl}benzoate), [Li+].[OH-] (LiOH), Cl (HCl), CCOC(=O)C (EtOAc). Run in O1CCOCC1 (dioxane), O (H2O). Run at temperature 40 celsius, time 1 hour. The product is C(C)(C)(C)C1CCC(CC1)N(C1=NC2=C(N1C)C=CC(=C2)O)CC2=CC=C(C(=O)O)C=C2 (4-{[(4-tert-Butylcyclohexyl)(5-hydroxy-1-methyl-1H-benzimidazol-2-yl)amino]methyl}benzoic acid). RXN SMILES: [C:1]([CH:5]1[CH2:10][CH2:9][CH:8]([N:11]([CH2:23][C:24]2[CH:33]=[CH:32][C:27]([C:28]([O:30]C)=[O:29])=[CH:26][CH:25]=2)[C:12]2[N:16]([CH3:17])[C:15]3[CH:18]=[CH:19][C:20]([OH:22])=[CH:21][C:14]=3[N:13]=2)[CH2:7][CH2:6]1)([CH3:4])([CH3:3])[CH3:2].[Li+].[OH-].CCOC(C)=O.Cl>O1CCOCC1.O>[C:1]([CH:5]1[CH2:10][CH2:9][CH:8]([N:11]([CH2:23][C:24]2[CH:25]=[CH:26][C:27]([C:28]([OH:30])=[O:29])=[CH:32][CH:33]=2)[C:12]2[N:16]([CH3:17])[C:15]3[CH:18]=[CH:19][C:20]([OH:22])=[CH:21][C:14]=3[N:13]=2)[CH2:7][CH2:6]1)([CH3:4])([CH3:2])[CH3:3] |f:1.2|. Procedure: To a solution of the title compound of Example 15 Step A (0.09 mmol, 40 mg) in 1 mL of dioxane was added LiOH (1 mmol, 24 mg) in 0.5 mL of H2O. The reaction mixture was stirred at 40° C. for 1 h. The reaction mixture was taken up in dilute pH 7 buffer and EtOAc, and acidified with 2 N HCl until two clear layers formed after agitation. The organic layer was collected and the aqueous layer was washed 2× with EtOAc. The combined organic layers were dried with Na2SO4 and concentrated under reduced p... Starting materials: ClC1=NC(=CC=C1C(=O)OCC)Cl (Ethyl 2,6-dichloropyridine-3-carboxylate), C(#C)C1CC1 (ethynylcyclopropane). The reagents and catalysts are [Cu]I (copper(I) iodide), [Pd](Cl)Cl.C1(=CC=CC=C1)P(C1=CC=CC=C1)C1=CC=CC=C1.C1(=CC=CC=C1)P(C1=CC=CC=C1)C1=CC=CC=C1 (bis(triphenylphosphine) palladium(II) chloride). Solvent: C1(=CC=CC=C1)C (toluene), C(C)N(CC)CC (triethylamine). Yields the product ClC1=NC(=CC=C1C(=O)OCC)C#CC1CC1 (Ethyl 2-chloro-6-(2-cyclopropylethynyl)pyridine-3-carboxylate). The yield is 31.0%. RXN SMILES: [Cl:1][C:2]1[C:7]([C:8]([O:10][CH2:11][CH3:12])=[O:9])=[CH:6][CH:5]=[C:4](Cl)[N:3]=1.[C:14]([CH:16]1[CH2:18][CH2:17]1)#[CH:15]>C1(C)C=CC=CC=1.C(N(CC)CC)C.[Cu]I.[Pd](Cl)Cl.C1(P(C2C=CC=CC=2)C2C=CC=CC=2)C=CC=CC=1.C1(P(C2C=CC=CC=2)C2C=CC=CC=2)C=CC=CC=1>[Cl:1][C:2]1[C:7]([C:8]([O:10][CH2:11][CH3:12])=[O:9])=[CH:6][CH:5]=[C:4]([C:15]#[C:14][CH:16]2[CH2:18][CH2:17]2)[N:3]=1 |f:5.6.7|. Procedure details: Ethyl 2,6-dichloropyridine-3-carboxylate (2.0 g, 9.1 mmol), ethynylcyclopropane (1.6 mL of a 70% w/v solution in toluene, 13.63 mmol), copper(I) iodide (173 mg, 0.9 mmol), bis(triphenylphosphine) palladium(II) chloride (1.28 g, 1.82 mmol) were stirred in 40 mL triethylamine at room temperature for 24 h. The solvent was removed in vacuo and the residue was purified by column chromatography using 10-50% EtOAc/hexane to give the product (0.7 g, 31%) as a brown oil. m/z=250 (M+1). Starting materials: NC1=NNC=C1C1=CC=C(C=C1)SC1=CC=CC=C1 (3-amino-4-(4-phenylthiophenyl)pyrazole), C(C)OC=CC(CC(=O)OCC)=O (ethyl ethoxymethyleneacetoacetate), C(C)(=O)O (acetic acid). Product: OC1=C(C=NC=2N1N=CC2C2=CC=C(C=C2)SC2=CC=CC=C2)C(C)=O (7-Hydroxy-6-acetyl-3-(4-phenylthiophenyl)pyrazolo[1,5-a]pyrimidine). RXN SMILES: [NH2:1][C:2]1[C:6]([C:7]2[CH:12]=[CH:11][C:10]([S:13][C:14]3[CH:19]=[CH:18][CH:17]=[CH:16][CH:15]=3)=[CH:9][CH:8]=2)=[CH:5][NH:4][N:3]=1.C(OC=[CH:24][C:25](=[O:32])[CH2:26][C:27]([O:29]CC)=O)C.[C:33](O)(=O)C>>[OH:29][C:27]1[N:3]2[N:4]=[CH:5][C:6]([C:7]3[CH:8]=[CH:9][C:10]([S:13][C:14]4[CH:19]=[CH:18][CH:17]=[CH:16][CH:15]=4)=[CH:11][CH:12]=3)=[C:2]2[N:1]=[CH:33][C:26]=1[C:25](=[O:32])[CH3:24]. Procedure details: A mixture of 534 mg of 3-amino-4-(4-phenylthiophenyl)pyrazole, 484 mg of ethyl ethoxymethyleneacetoacetate, and 15 ml of acetic acid was stirred at room temperature. The precipitate was filtered 30 minutes later, and washed with n-hexane. The mixture of the obtained precipitate, 290 mg of sodium methoxide and 50 ml of toluene was concentrated in vacuo, and 2N hydrochloric acid, methylene chloride and ethyl acetate were added to the residue, and after separating, the organic layer was dried with ... Reactants: CCO, CCOC(=O)c1cnn(C2CCOC2)c1-c1ccc(-c2c(C)cnc(OC)c2C)cc1F, [Na+], [OH-]. The product is COc1ncc(C)c(-c2ccc(-c3c(C(=O)O)cnn3C3CCOC3)c(F)c2)c1C. Reaction SMILES: [CH3:35][CH2:36][OH:37].[F:3][c:4]1[c:5](-[c:20]2[c:21]([C:30](=[O:31])[O:32][CH2:33][CH3:34])[cH:22][n:23][n:24]2[CH:25]2[CH2:26][O:27][CH2:28][CH2:29]2)[cH:6][cH:7][c:8](-[c:10]2[c:11]([CH3:19])[c:12]([O:17][CH3:18])[n:13][cH:14][c:15]2[CH3:16])[cH:9]1.[Na+:2].[OH-:1]>>[F:3][c:4]1[c:5](-[c:20]2[c:21]([C:30](=[O:31])[OH:32])[cH:22][n:23][n:24]2[CH:25]2[CH2:26][O:27][CH2:28][CH2:29]2)[cH:6][cH:7][c:8](-[c:10]2[c:11]([CH3:19])[c:12]([O:17][CH3:18])[n:13][cH:14][c:15]2[CH3:16])[cH:9]1.